This data is from the Open Reaction Database (ORD), a public repository of structured organic reaction records. The task is: describe an organic reaction: reactants, conditions, products, and yield Reactants: CO, [O-][I+3]([O-])([O-])[O-], NC(=C1Sc2ccccc2C1=O)c1ccccc1, [Na+], O. Yields the product NC(=C1C(=O)c2ccccc2S1=O)c1ccccc1. As a reaction SMILES: [CH3:26][OH:27].[I+3:1]([O-:2])([O-:3])([O-:4])[O-:5].[NH2:7][C:8](=[C:9]1[C:10](=[O:18])[c:11]2[c:12]([cH:14][cH:15][cH:16][cH:17]2)[S:13]1)[c:19]1[cH:20][cH:21][cH:22][cH:23][cH:24]1.[Na+:6].[OH2:25]>>[O:2]=[S:13]1[C:9](=[C:8]([NH2:7])[c:19]2[cH:20][cH:21][cH:22][cH:23][cH:24]2)[C:10](=[O:18])[c:11]2[c:12]1[cH:14][cH:15][cH:16][cH:17]2. Reactants: CON(C(=O)C=1N=CN(C1)C=1C=C(C=CC1)C1=C(C=CC=C1)OC)C (1-(2′-Methoxy-biphenyl-3-yl)-1H-imidazole-4-carboxylic acid methoxy-methyl-amide), BrC1=NC=CC=C1C (2-bromo-3-methylpyridine). The product is COC1=C(C=CC=C1)C1=CC(=CC=C1)N1C=NC(=C1)C(=O)C1=NC=CC=C1C ([1-(2′-Methoxy-biphenyl-3-yl)-1H-imidazol-4-yl]-(3-methyl-pyridin-2-yl)-methanone). Reaction SMILES: CON(C)[C:4]([C:6]1[N:7]=[CH:8][N:9]([C:11]2[CH:12]=[C:13]([C:17]3[CH:22]=[CH:21][CH:20]=[CH:19][C:18]=3[O:23][CH3:24])[CH:14]=[CH:15][CH:16]=2)[CH:10]=1)=[O:5].Br[C:27]1[C:32]([CH3:33])=[CH:31][CH:30]=[CH:29][N:28]=1>>[CH3:24][O:23][C:18]1[CH:19]=[CH:20][CH:21]=[CH:22][C:17]=1[C:13]1[CH:14]=[CH:15][CH:16]=[C:11]([N:9]2[CH:10]=[C:6]([C:4]([C:27]3[C:32]([CH3:33])=[CH:31][CH:30]=[CH:29][N:28]=3)=[O:5])[N:7]=[CH:8]2)[CH:12]=1. Procedure: This compound is prepared by method C using compound 12c and 2-bromo-3-methylpyridine